From a dataset of the Open Reaction Database (ORD), a public repository of structured organic reaction records. describe an organic reaction: reactants, conditions, products, and yield Starting materials: CC(=O)Cl, CCN(C(C)C)C(C)C, COc1cc2c(c(N)c1OC)CCC2=O, CN(C)C=O. Yields the product COc1cc2c(c(NC(C)=O)c1OC)CCC2=O. As a reaction SMILES: [CH3:16][C:17]([Cl:18])=[O:19].[CH:20]([N:21]([CH2:22][CH3:23])[CH:24]([CH3:25])[CH3:26])([CH3:27])[CH3:28].[NH2:1][c:2]1[c:3]2[c:7]([cH:8][c:9]([O:13][CH3:14])[c:10]1[O:11][CH3:12])[C:6](=[O:15])[CH2:5][CH2:4]2.[O:29]=[CH:30][N:31]([CH3:32])[CH3:33]>>[NH:1]([c:2]1[c:3]2[c:7]([cH:8][c:9]([O:13][CH3:14])[c:10]1[O:11][CH3:12])[C:6](=[O:15])[CH2:5][CH2:4]2)[C:17]([CH3:16])=[O:19]. Starting materials: COC=1C=CC(=C(C(=O)O)C1)[N+](=O)[O-] (5-methoxy-2-nitrobenzoic acid), C(C(=O)Cl)(=O)Cl (oxalyl chloride). The reagents and catalysts are CN(C=O)C (N,N-dimethylformamide). Yields the product COC=1C=CC(=C(C(=O)Cl)C1)[N+](=O)[O-] (5-Methoxy-2-nitrobenzoyl chloride). RXN SMILES: [CH3:1][O:2][C:3]1[CH:4]=[CH:5][C:6]([N+:12]([O-:14])=[O:13])=[C:7]([CH:11]=1)[C:8](O)=[O:9].C(Cl)(=O)C([Cl:18])=O>CN(C)C=O>[CH3:1][O:2][C:3]1[CH:4]=[CH:5][C:6]([N+:12]([O-:14])=[O:13])=[C:7]([CH:11]=1)[C:8]([Cl:18])=[O:9]. Procedure: A mixture of 5-methoxy-2-nitrobenzoic acid (15.8 g, 0.08 mol), oxalyl chloride (25 g, 0.197 mol) and N,N-dimethylformamide (2 drops) is stirred at reflux for 4 hours, cooled, stirred at room temperature under nitrogen for several days and concentrated in vacuo to give the title product as a yellow oil which is identified by 1HNMR spectral analysis. Reactants: C(C)(C)(C)ON=C1C=C(OC2=CC=C(C=C12)Br)C=1N=CC2=CC=CC=C2C1 (6-bromo-2-isoquinolin-3-yl-chromen-4-one O-tert-butyl oxime), CNC (dimethylamine). Yields the product CN(C=1C=C2C(C=C(OC2=CC1)C=1N=CC2=CC=CC=C2C1)=NO)C (6-dimethylamino-2-isoquinolin-3-yl-chromen-4-one oxime), title compound. RXN SMILES: C([O:5][N:6]=[C:7]1[C:16]2[C:11](=[CH:12][CH:13]=[C:14](Br)[CH:15]=2)[O:10][C:9]([C:18]2[N:19]=[CH:20][C:21]3[C:26]([CH:27]=2)=[CH:25][CH:24]=[CH:23][CH:22]=3)=[CH:8]1)(C)(C)C.[CH3:28][NH:29][CH3:30]>>[CH3:28][N:29]([CH3:30])[C:14]1[CH:15]=[C:16]2[C:11](=[CH:12][CH:13]=1)[O:10][C:9]([C:18]1[N:19]=[CH:20][C:21]3[C:26]([CH:27]=1)=[CH:25][CH:24]=[CH:23][CH:22]=3)=[CH:8][C:7]2=[N:6][OH:5]. Procedure: 6-dimethylamino-2-isoquinolin-3-yl-chromen-4-one oxime was prepared in 51% overall yield following the method described in example 35, starting from 6-bromo-2-isoquinolin-3-yl-chromen-4-one O-tert-butyl oxime and dimethylamine (2.0 M in tetrahydrofuran). The title compound was isolated as a pale yellow solid after purification by flash chromatography over silica gel (cyclohexane/ethyl acetate: 0-60%). Starting materials: BrC1=CN=C2N1C(=CN=C2)Br (3,5-Dibromo-imidazo[1,2-a]pyrazine), C(C)N (ethylamine), C1CCOC1 (THF). Solvent: C(Cl)Cl (DCM), O (water). Conditions: temperature 70 celsius. Product: BrC1=CN=C2N1C=CN=C2NCC ((3-bromo-imidazo[1,2-a]pyrazin-8-yl)-ethyl-amine). The yield is 53.0%. As a reaction SMILES: [Br:1][C:2]1[N:6]2[C:7](Br)=[CH:8][N:9]=[CH:10][C:5]2=[N:4][CH:3]=1.[CH2:12]([NH2:14])[CH3:13].C1COCC1>C(Cl)Cl.O>[Br:1][C:2]1[N:6]2[CH:7]=[CH:8][N:9]=[C:10]([NH:14][CH2:12][CH3:13])[C:5]2=[N:4][CH:3]=1. Procedure details: 3,5-Dibromo-imidazo[1,2-a]pyrazine (D) (200 mg, 0.722 mol) was added to 2M ethylamine in THF (10.8 ml, 30 eq.). The mixture was heated at 70° C. in sealed tube for 8 hr. The mixture was then cooled to rt, and diluted with DCM (100 ml) and water (50 ml). The organic layer was washed with brine, dried and concentrated. The residue was purified on a silica gel column to give 92.2 mg (yield 53%) of (3-bromo-imidazo[1,2-a]pyrazin-8-yl)-ethyl-amine as a crystalline solid. Reactants: [(COD)IrCl]2, Sa,Sc,Sc, NC1=CC=CC=C1 (aniline), C(OC)(OCC=CC1=CC=CC=C1)=O (methyl cinnamyl carbonate). Run at time 24 hour. Product: C1(=CC=CC=C1)C(C=C)C1(CC=CC=C1)N ((−)-1-(1-Phenyl-2-propenyl)phenylamine). RXN SMILES: [NH2:1][C:2]1[CH:7]=[CH:6][CH:5]=[CH:4][CH:3]=1.C(=O)(O[CH2:12][CH:13]=[CH:14][C:15]1[CH:20]=[CH:19][CH:18]=[CH:17][CH:16]=1)OC>>[C:15]1([CH:14]([C:2]2([NH2:1])[CH:7]=[CH:6][CH:5]=[CH:4][CH2:3]2)[CH:13]=[CH2:12])[CH:20]=[CH:19][CH:18]=[CH:17][CH:16]=1. Procedure details: By the procedure with [(COD)IrCl]2 (6.7 mg, 0.010 mmol) and L1 (Sa,Sc,Sc) (10.8 mg, 0.020 mmol) the reaction of aniline (130 mg, 1.40 mmol) and methyl cinnamyl carbonate (188 mg, 0.980 mmol) was conducted at room temperature for 24 h. 1H NMR and GC analysis of the crude reaction mixture showed that the conversion of the reaction was less than 1%. The reactants are COC=1C(=C(CC=2C=CC(=C(C(=O)N3CCCCC3)C2)OC2=CC=NC=C2)C(=C(C1OC)OC)OC)C (N-[5-(3,4,5,6-Tetramethoxy-2-methylbenzyl)-2-(4-pyridyloxy)benzoyl]piperidine), O=[N+]([O-])[O-].[O-][N+]([O-])=O.[O-][N+]([O-])=O.[O-][N+]([O-])=O.[O-][N+]([O-])=O.[O-][N+]([O-])=O.[Ce+4].[NH4+].[NH4+] (CAN). The solvent is O (water), C(C)#N (acetonitrile), O (water). Yields the product COC=1C(C(=C(C(C1OC)=O)CC=1C=CC(=C(C(=O)N2CCCCC2)C1)OC1=CC=NC=C1)C)=O (N-[5-(5,6-Dimethoxy-3-methyl-1,4-benzoquinon-2-yl)methyl-2-(4-pyridyloxy)benzoyl]piperidine). Yield: 1397.6%. Reaction SMILES: C[O:2][C:3]1[C:4]([CH3:37])=[C:5]([C:28]([O:35]C)=[C:29]([O:33][CH3:34])[C:30]=1[O:31][CH3:32])[CH2:6][C:7]1[CH:8]=[CH:9][C:10]([O:21][C:22]2[CH:27]=[CH:26][N:25]=[CH:24][CH:23]=2)=[C:11]([CH:20]=1)[C:12]([N:14]1[CH2:19][CH2:18][CH2:17][CH2:16][CH2:15]1)=[O:13].O=[N+]([O-])[O-].[O-][N+](=O)[O-].[O-][N+](=O)[O-].[O-][N+](=O)[O-].[O-][N+](=O)[O-].[O-][N+](=O)[O-].[Ce+4].[NH4+].[NH4+]>C(#N)C.O>[CH3:32][O:31][C:30]1[C:3](=[O:2])[C:4]([CH3:37])=[C:5]([CH2:6][C:7]2[CH:8]=[CH:9][C:10]([O:21][C:22]3[CH:27]=[CH:26][N:25]=[CH:24][CH:23]=3)=[C:11]([CH:20]=2)[C:12]([N:14]2[CH2:15][CH2:16][CH2:17][CH2:18][CH2:19]2)=[O:13])[C:28](=[O:35])[C:29]=1[O:33][CH3:34] |f:1.2.3.4.5.6.7.8.9|. Procedure: N-[5-(3,4,5,6-Tetramethoxy-2-methylbenzyl)-2-(4-pyridyloxy)benzoyl]piperidine (0.021 g, 0.0415 mmol) was dissolved in a mixed solution of acetonitrile (6 ml) and water (2 ml) and after adding thereto CAN (0.057 g, 0.104 mmol) at room temperature, the solution was stirred at room temperature for 1 hour. The reaction solution was diluted with water and then extracted with ether. The extract was washed with water and then dried, and the solvent was removed by distillation. The obtained residue was ... Starting materials: C1CNCCN1, CCO, Clc1cc(-c2ccccn2)nc(-c2ccccn2)n1. Yields the product c1ccc(-c2cc(N3CCNCC3)nc(-c3ccccn3)n2)nc1. Reaction SMILES: [CH2:20]1[CH2:21][NH:22][CH2:23][CH2:24][NH:25]1.[CH3:26][CH2:27][OH:28].[Cl:1][c:2]1[n:3][c:4](-[c:14]2[n:15][cH:16][cH:17][cH:18][cH:19]2)[n:5][c:6](-[c:8]2[n:9][cH:10][cH:11][cH:12][cH:13]2)[cH:7]1>>[c:2]1([N:22]2[CH2:21][CH2:20][NH:25][CH2:24][CH2:23]2)[n:3][c:4](-[c:14]2[n:15][cH:16][cH:17][cH:18][cH:19]2)[n:5][c:6](-[c:8]2[n:9][cH:10][cH:11][cH:12][cH:13]2)[cH:7]1.